describe an organic reaction: reactants, conditions, products, and yield From a dataset of the Open Reaction Database (ORD), a public repository of structured organic reaction records. Starting materials: ClC=1N=C(C2=C(N1)C=C(S2)CN2CCNCC2)N2CCOCC2 (2-chloro-4-morpholin-4-yl-6-piperazin-1-ylmethyl-thieno[3,2-d]pyrimidine), C(=O)(OC(C)(C)C)N1CCNCC1 (1-BOC-piperazine), Cl (HCl), N1C(=NC=C1)C=O (imidazole-2-carboxaldehyde). Product: amine, ClC=1N=C(C2=C(N1)C=C(S2)CN2CCN(CC2)CC=2NC=CN2)N2CCOCC2 (2-chloro-6-[4-(1H-imidazol-2-ylmethyl)-piperazin-1-ylmethyl]-4-morpholin-4-yl-thieno[3,2-d]pyrimidine). As a reaction SMILES: [Cl:1][C:2]1[N:3]=[C:4]([N:18]2[CH2:23][CH2:22][O:21][CH2:20][CH2:19]2)[C:5]2[S:10][C:9]([CH2:11][N:12]3[CH2:17][CH2:16][NH:15][CH2:14][CH2:13]3)=[CH:8][C:6]=2[N:7]=1.C([N:31]1[CH2:36][CH2:35][NH:34][CH2:33][CH2:32]1)(OC(C)(C)C)=O.Cl.N1C=CN=C1C=O>>[Cl:1][C:2]1[N:3]=[C:4]([N:18]2[CH2:19][CH2:20][O:21][CH2:22][CH2:23]2)[C:5]2[S:10][C:9]([CH2:11][N:12]3[CH2:17][CH2:16][N:15]([CH2:36][C:35]4[NH:31][CH:32]=[CH:33][N:34]=4)[CH2:14][CH2:13]3)=[CH:8][C:6]=2[N:7]=1. Procedure: ia 2-chloro-4-morpholin-4-yl-6-piperazin-1-ylmethyl-thieno[3,2-d]pyrimidine, prepared from 1-BOC-piperazine followed by treatment with HCl and subsequent reaction with imidazole-2-carboxaldehyde using standard reductive amination conditions. The amine, 2-chloro-6-[4-(1H-imidazol-2-ylmethyl)-piperazin-1-ylmethyl]-4-morpholin-4-yl-thieno[3,2-d]pyrimidine was subsequently isolated. Starting materials: C1CCOC1, Cc1ccncc1NC(=O)NCCCCl, [H-], [Na+], CN(C)C=O. Yields the product Cc1ccncc1N1CCCNC1=O. RXN SMILES: [CH2:23]1[O:24][CH2:25][CH2:26][CH2:27]1.[Cl:1][CH2:2][CH2:3][CH2:4][NH:5][C:6](=[O:7])[NH:8][c:9]1[cH:10][n:11][cH:12][cH:13][c:14]1[CH3:15].[H-:16].[Na+:17].[O:18]=[CH:19][N:20]([CH3:21])[CH3:22]>>[CH2:2]1[CH2:3][CH2:4][NH:5][C:6](=[O:7])[N:8]1[c:9]1[cH:10][n:11][cH:12][cH:13][c:14]1[CH3:15].